From a dataset of the Open Reaction Database (ORD), a public repository of structured organic reaction records. describe an organic reaction: reactants, conditions, products, and yield Reactants: C1CCC(CC1)N=C=NC2CCCCC2 (DCC), ON1N=NC2=C1C=CC=C2 (N-hydroxybenzotriazole), C(C)(C)N(CC)C(C)C (diisopropylethylamine), C(C1=CC=CC=C1)OC1=CC=C(C=C1)CC(=O)O ((4-benzyloxy-phenyl)-acetic acid), CN(C)C=O (DMF). Reaction conditions: temperature 55 celsius. Yields the product C(C1=CC=CC=C1)OC1=CC=C(C=C1)CC(=O)NC1=C2C=NN(C2=CC=C1)CCN1[C@@H](CCC1)C (2-[4-(benzyloxy)phenyl]-N-(1-{2-[(2R)-2-methylpyrrolidin-1-yl]ethyl}-1H-indazol-4-yl)acetamide). As a reaction SMILES: O[N:2]1[C:6]2[CH:7]=[CH:8][CH:9]=[CH:10][C:5]=2N=[N:3]1.[CH:11]([N:14]([CH:17]([CH3:19])[CH3:18])[CH2:15][CH3:16])([CH3:13])C.[CH2:20]([O:27][C:28]1[CH:33]=[CH:32][C:31]([CH2:34]C(O)=O)=[CH:30][CH:29]=1)[C:21]1[CH:26]=[CH:25][CH:24]=[CH:23][CH:22]=1.C1CCC(N=C=NC2CCCCC2)CC1.[CH3:53][N:54]([CH:56]=[O:57])C>>[CH2:20]([O:27][C:28]1[CH:29]=[CH:30][C:31]([CH2:34][C:56]([NH:54][C:53]2[CH:9]=[CH:8][CH:7]=[C:6]3[C:5]=2[CH:10]=[N:3][N:2]3[CH2:16][CH2:15][N:14]2[CH2:11][CH2:13][CH2:19][C@H:17]2[CH3:18])=[O:57])=[CH:32][CH:33]=1)[C:21]1[CH:22]=[CH:23][CH:24]=[CH:25][CH:26]=1. Reported procedure: The residue, 46.0 mg N-hydroxybenzotriazole (0.341 mmol), 0.170 mL of diisopropylethylamine (0.976 mmol), and 65.0 mg (0.269 mmol) of (4-benzyloxy-phenyl)-acetic acid was dissolved in 4 mL of DMF followed by the addition of 0.520 mg of PS-DCC resin (1.3 mmol/g, 0.676 mmol, 2.83 equiv) after which it was shaken and heated to 55° C. for 12 hours. The mixture was cooled to room temperature and the contents filtered through a sintered glass funnel. The filtrate was concentrated under reduced pressur... Reactants: [BH4-], CC(C)(C)OC(=O)C(C)(C)Sc1nc(C(=O)COc2ccc(-c3ccc(F)cc3)cc2)cs1, CCO, Cl, [Na+], O. Product: CC(C)(C)OC(=O)C(C)(C)Sc1nc(C(O)COc2ccc(-c3ccc(F)cc3)cc2)cs1. Reaction SMILES: [BH4-:34].[C:1]([CH3:2])([CH3:3])([CH3:4])[O:5][C:6]([C:7]([CH3:8])([CH3:9])[S:10][c:11]1[s:12][cH:13][c:14]([C:16]([CH2:17][O:18][c:19]2[cH:20][cH:21][c:22](-[c:25]3[cH:26][cH:27][c:28]([F:31])[cH:29][cH:30]3)[cH:23][cH:24]2)=[O:32])[n:15]1)=[O:33].[CH3:38][CH2:39][OH:40].[ClH:37].[Na+:35].[OH2:36]>>[C:1]([CH3:2])([CH3:3])([CH3:4])[O:5][C:6]([C:7]([CH3:8])([CH3:9])[S:10][c:11]1[s:12][cH:13][c:14]([CH:16]([CH2:17][O:18][c:19]2[cH:20][cH:21][c:22](-[c:25]3[cH:26][cH:27][c:28]([F:31])[cH:29][cH:30]3)[cH:23][cH:24]2)[OH:32])[n:15]1)=[O:33]. Starting materials: C(C1=CC=CC=C1)N(C(=O)C1CCCC=2N(C3=CC=CC=C3C12)CCO)C (9-(2-hydroxy-ethyl)-2,3,4,9-tetrahydro-1H-carbazole-4-carboxylic acid benzyl-methyl-amide), N1=CC=CC=C1 (pyridine), CS(=O)(=O)Cl (methanesulfonyl chloride). Solvent: ClCCl (dichloromethane). Run at temperature 0 celsius. Yields the product C(C1=CC=CC=C1)N(C(=O)C1CCCC=2N(C3=CC=CC=C3C12)CCOS(=O)(=O)C)C (methanesulfonic acid 2-[4-(benzyl-methyl-carbamoyl)-1,2,3,4-tetrahydro-carbazol-9-yl]-ethyl ester). The yield is 31.8%. As a reaction SMILES: [CH2:1]([N:8]([CH3:27])[C:9]([CH:11]1[C:23]2[C:22]3[C:17](=[CH:18][CH:19]=[CH:20][CH:21]=3)[N:16]([CH2:24][CH2:25][OH:26])[C:15]=2[CH2:14][CH2:13][CH2:12]1)=[O:10])[C:2]1[CH:7]=[CH:6][CH:5]=[CH:4][CH:3]=1.N1C=CC=CC=1.[CH3:34][S:35](Cl)(=[O:37])=[O:36]>ClCCl>[CH2:1]([N:8]([CH3:27])[C:9]([CH:11]1[C:23]2[C:22]3[C:17](=[CH:18][CH:19]=[CH:20][CH:21]=3)[N:16]([CH2:24][CH2:25][O:26][S:35]([CH3:34])(=[O:37])=[O:36])[C:15]=2[CH2:14][CH2:13][CH2:12]1)=[O:10])[C:2]1[CH:3]=[CH:4][CH:5]=[CH:6][CH:7]=1. Procedure: To a solution of 9-(2-hydroxy-ethyl)-2,3,4,9-tetrahydro-1H-carbazole-4-carboxylic acid benzyl-methyl-amide (28) (36 mg, 0.1 mmol) in dichloromethane (2 mL) was added pyridine (7.91 g, 1.0 mmol, 8.1 mL). The reaction was cooled to 0° C. and methanesulfonyl chloride (57 mg, 0.5 mmol, 0.04 mL) was added. The reaction was allowed to warm to room temperature overnight. The mixture was washed with 2 N HCl (2×10 mL) and water (2×10 mL), dried and concentrated in vacuo. The crude material was purified b... Product: CC(C)(C)OC(=O)N1CCOc2cc(-c3ccc(Cl)cc3)ccc2C1. Reactants: CC(C)(C)OC(=O)N1CCOc2cc(Br)ccc2C1, CCO, Cc1ccccc1, OB(O)c1ccc(Cl)cc1, [Na+], [Na+], O=C([O-])[O-], O, c1ccc(P(c2ccccc2)(c2ccccc2)[Pd](P(c2ccccc2)(c2ccccc2)c2ccccc2)(P(c2ccccc2)(c2ccccc2)c2ccccc2)P(c2ccccc2)(c2ccccc2)c2ccccc2)cc1. Reaction SMILES: [Br:1][c:2]1[cH:3][c:4]2[c:5]([cH:18][cH:19]1)[CH2:6][N:7]([C:11](=[O:12])[O:13][C:14]([CH3:15])([CH3:16])[CH3:17])[CH2:8][CH2:9][O:10]2.[CH3:31][CH2:32][OH:33].[CH3:40][c:41]1[cH:42][cH:43][cH:44][cH:45][cH:46]1.[Cl:20][c:21]1[cH:22][cH:23][c:24]([B:27]([OH:28])[OH:29])[cH:25][cH:26]1.[Na+:34].[Na+:35].[O-:36][C:37](=[O:38])[O-:39].[OH2:30].[cH:47]1[cH:48][cH:49][c:50]([P:51]([Pd:52]([P:53]([c:54]2[cH:55][cH:56][cH:57][cH:58][cH:59]2)([c:60]2[cH:61][cH:62][cH:63][cH:64][cH:65]2)[c:66]2[cH:67][cH:68][cH:69][cH:70][cH:71]2)([P:72]([c:73]2[cH:74][cH:75][cH:76][cH:77][cH:78]2)([c:79]2[cH:80][cH:81][cH:82][cH:83][cH:84]2)[c:85]2[cH:86][cH:87][cH:88][cH:89][cH:90]2)[P:91]([c:92]2[cH:93][cH:94][cH:95][cH:96][cH:97]2)([c:98]2[cH:99][cH:100][cH:101][cH:102][cH:103]2)[c:104]2[cH:105][cH:106][cH:107][cH:108][cH:109]2)([c:110]2[cH:111][cH:112][cH:113][cH:114][cH:115]2)[c:116]2[cH:117][cH:118][cH:119][cH:120][cH:121]2)[cH:122][cH:123]1>>[c:2]1(-[c:24]2[cH:23][cH:22][c:21]([Cl:20])[cH:26][cH:25]2)[cH:3][c:4]2[c:5]([cH:18][cH:19]1)[CH2:6][N:7]([C:11](=[O:12])[O:13][C:14]([CH3:15])([CH3:16])[CH3:17])[CH2:8][CH2:9][O:10]2. Reactants: ClC=1C=NN(C1)CCCCN1CCN(CC1)C1=NC=C(C=N1)OCC1=CC=CC=C1 (2-{4-[4-(4-chloropyrazol-1-yl)butyl ]-1-piperazinyl}-5-benzyloxypyrimidine). Reagents/catalysts: [Pd] (palladium on carbon). Run in C(C)O (ethanol). Reaction conditions: temperature 24 celsius, time 12 hour. Product: ClC=1C=NN(C1)CCCCN1CCN(CC1)C1=NC=C(C=N1)O (2-{4-[4-(4-chloropyrazol-1-yl ) butyl]-1-piperazinyl}-5-hydroxypyrimidine). Yield: 49.0%. RXN SMILES: [Cl:1][C:2]1[CH:3]=[N:4][N:5]([CH2:7][CH2:8][CH2:9][CH2:10][N:11]2[CH2:16][CH2:15][N:14]([C:17]3[N:22]=[CH:21][C:20]([O:23]CC4C=CC=CC=4)=[CH:19][N:18]=3)[CH2:13][CH2:12]2)[CH:6]=1>[Pd].C(O)C>[Cl:1][C:2]1[CH:3]=[N:4][N:5]([CH2:7][CH2:8][CH2:9][CH2:10][N:11]2[CH2:12][CH2:13][N:14]([C:17]3[N:18]=[CH:19][C:20]([OH:23])=[CH:21][N:22]=3)[CH2:15][CH2:16]2)[CH:6]=1. Procedure details: A mixture of 6.87 g (16.07 mmol) of 2-{4-[4-(4-chloropyrazol-1-yl)butyl ]-1-piperazinyl}-5-benzyloxypyrimidine and 0.63 g of 10% palladium on carbon in 160 ml of ethanol is stirred for 12 hours under a hydrogen atmosphere at room temperature (24° C.) and at a pressure of 2 atmospheres. After filtration, washing with ethanol and evaporation to dryness, the product is chromatographed on silica gel, yielding 2.65 g (49%) of 2-{4-[4-(4-chloropyrazol-1-yl ) butyl]-1-piperazinyl}-5-hydroxypyrimidine w... The reactants are Cl.N1CC(C1)C1=NC(=NO1)C=1C=CC(=C(C1)NC(=O)C1=CN=C2N1C=CC=C2)C (N-(5-(5-(azetidin-3-yl)-1,2,4-oxadiazol-3-yl)-2-methylphenyl)imidazo[1,2-a]pyridine-3-carboxamide hydrochloride), C([O-])([O-])=O.[K+].[K+] (potassium carbonate), N#CBr (cyanogen bromide). Solvent: ClCCl.O (dichloromethane water). Conditions: temperature 45 celsius. Product: C(#N)N1CC(C1)C1=NC(=NO1)C=1C=CC(=C(C1)NC(=O)C1=CN=C2N1C=CC=C2)C (N-(5-(5-(1-cyanoazetidin-3-yl)-1,2,4-oxadiazol-3-yl)-2-methylphenyl)imidazo[1,2-a]pyridine-3-carboxamide). RXN SMILES: Cl.[NH:2]1[CH2:5][CH:4]([C:6]2[O:10][N:9]=[C:8]([C:11]3[CH:12]=[CH:13][C:14]([CH3:29])=[C:15]([NH:17][C:18]([C:20]4[N:24]5[CH:25]=[CH:26][CH:27]=[CH:28][C:23]5=[N:22][CH:21]=4)=[O:19])[CH:16]=3)[N:7]=2)[CH2:3]1.C(=O)([O-])[O-].[K+].[K+].[N:36]#[C:37]Br>ClCCl.O>[C:37]([N:2]1[CH2:3][CH:4]([C:6]2[O:10][N:9]=[C:8]([C:11]3[CH:12]=[CH:13][C:14]([CH3:29])=[C:15]([NH:17][C:18]([C:20]4[N:24]5[CH:25]=[CH:26][CH:27]=[CH:28][C:23]5=[N:22][CH:21]=4)=[O:19])[CH:16]=3)[N:7]=2)[CH2:5]1)#[N:36] |f:0.1,2.3.4,6.7|. Procedure details: To a stirring mixture of N-(5-(5-(azetidin-3-yl)-1,2,4-oxadiazol-3-yl)-2-methylphenyl)imidazo[1,2-a]pyridine-3-carboxamide hydrochloride (21) (200 mg, 0.487 mmol), potassium carbonate (202 mg, 1.46 mmol) and cyanogen bromide (103 mg, 0.974 mmol) in dichloromethane:water (1:1, 15 mL) were heated at 45° C. for 1.5 hours. The reaction was cooled to room temperature and the layers were separated. The aqueous layer was washed with 3 times with DCM and dried over anhydrous sodium sulfate. The combined... The reactants are CN1CCOCC1 (N-methylmorpholine), N1=CC(=CC=C1)CCC(=O)Cl (3-(3-pyridyl)propanoyl chloride), N[C@@H](C(C)C)C(=O)N1[C@H](C(=O)N[C@@H](C(C)C)C(=O)C(F)(F)C(F)(F)C(F)(F)C(F)(F)F)CCC1.Cl (H-Val-Pro-Val-CF2CF2CF2CF3.hydrochloride). Solvent: C(Cl)Cl (methylene chloride), C(Cl)Cl (methylene chloride), C(Cl)Cl (methylene chloride). Reaction conditions: temperature -20 celsius, time 1.5 hour. Product: N1=CC(=CC=C1)CCC(=O)N[C@@H](C(C)C)C(=O)N1[C@H](C(=O)NC(C(C(C(C(C(F)(F)F)(F)F)(F)F)(F)F)=O)C(C)C)CCC1 (N-[3-(3-pyridyl)propanoyl]-L-valyl-N-[3,3,4,4,5,5,6,6,6-nonafluoro-1-(1-methylethyl)-2-oxohexyl]-L-prolinamide). As a reaction SMILES: [NH2:1][C@H:2]([C:6]([N:8]1[CH2:34][CH2:33][CH2:32][C@H:9]1[C:10]([NH:12][C@H:13]([C:17]([C:19]([C:22]([C:25]([C:28]([F:31])([F:30])[F:29])([F:27])[F:26])([F:24])[F:23])([F:21])[F:20])=[O:18])[CH:14]([CH3:16])[CH3:15])=[O:11])=[O:7])[CH:3]([CH3:5])[CH3:4].Cl.CN1CCOCC1.[N:43]1[CH:48]=[CH:47][CH:46]=[C:45]([CH2:49][CH2:50][C:51](Cl)=[O:52])[CH:44]=1>C(Cl)Cl>[N:43]1[CH:48]=[CH:47][CH:46]=[C:45]([CH2:49][CH2:50][C:51]([NH:1][C@H:2]([C:6]([N:8]2[CH2:34][CH2:33][CH2:32][C@H:9]2[C:10]([NH:12][CH:13]([CH:14]([CH3:15])[CH3:16])[C:17](=[O:18])[C:19]([F:21])([F:20])[C:22]([F:23])([F:24])[C:25]([F:26])([F:27])[C:28]([F:31])([F:29])[F:30])=[O:11])=[O:7])[CH:3]([CH3:5])[CH3:4])=[O:52])[CH:44]=1 |f:0.1|. Procedure: Dissolve H-Val-Pro-Val-CF2CF2CF2CF3.hydrochloride (221.0 mg, 0.40 mmol) in methylene chloride (10 mL) and cool to -20° C. while stirring. Add N-methylmorpholine (0.2 mL, 2.0 mmol) and immediately follow with a dropwise addition of 3-(3-pyridyl)propanoyl chloride in methylene chloride (5 mL) at such a rate as to maintain the internal reaction temperature at -10° C. or less. After completion of the addition, allow the reaction mixture to warm to room temperature. After 1.5 hours at room temperatur...